From a dataset of the Open Reaction Database (ORD), a public repository of structured organic reaction records. describe an organic reaction: reactants, conditions, products, and yield Reactants: ClC1=CC=C(C=C1)C1=NNC=C1C1=NC(=NC=C1)NC1=CC=C(C#N)C=C1 (4-{4-[3-(4-chloro-phenyl)-1H-pyrazol-4-yl]-pyrimidin-2-ylamino}-benzonitrile), N(=[N+]=[N-])[Sn](CCCC)(CCCC)CCCC (azidotributyltin), ClC1=CC=C(C=C1)C1=NNC=C1C1=NC(=NC=C1)NC1=CC=C(C#N)C=C1 (4-{4-[3-(4-chloro-phenyl)-1H-pyrazol-4-yl]-pyrimidin-2-ylamino}-benzonitrile), N(=[N+]=[N-])[Sn](CCCC)(CCCC)CCCC (azidotributyltin). The solvent is CC=1C=CC=CC1C (o-xylene). Run at temperature 160 celsius, time 117 hour. Product: ClC1=CC=C(C=C1)C1=NNC=C1C1=NC(=NC=C1)NC1=CC=C(C=C1)C1=NN=NN1 ({4-[3-(4-Chloro-phenyl)-1H-pyrazol-4-yl]-pyrimidin-2-yl}-[4-(1H-tetrazol-5-yl)-phenyl]-amine). As a reaction SMILES: [Cl:1][C:2]1[CH:7]=[CH:6][C:5]([C:8]2[C:12]([C:13]3[CH:18]=[CH:17][N:16]=[C:15]([NH:19][C:20]4[CH:27]=[CH:26][C:23]([C:24]#[N:25])=[CH:22][CH:21]=4)[N:14]=3)=[CH:11][NH:10][N:9]=2)=[CH:4][CH:3]=1.[N:28]([Sn](CCCC)(CCCC)CCCC)=[N+:29]=[N-:30]>CC1C=CC=CC=1C>[Cl:1][C:2]1[CH:3]=[CH:4][C:5]([C:8]2[C:12]([C:13]3[CH:18]=[CH:17][N:16]=[C:15]([NH:19][C:20]4[CH:27]=[CH:26][C:23]([C:24]5[NH:30][N:29]=[N:28][N:25]=5)=[CH:22][CH:21]=4)[N:14]=3)=[CH:11][NH:10][N:9]=2)=[CH:6][CH:7]=1. Procedure details: The title compound is prepared starting from 4-{4-[3-(4-chloro-phenyl)-1H-pyrazol-4-yl]-pyrimidin-2-ylamino}-benzonitrile. 4-{4-[3-(4-chloro-phenyl)-1H-pyrazol-4-yl]-pyrimidin-2-ylamino}-benzonitrile (0.932 g; 2.5 mMol) is suspended in o-xylene (10 mL) and treated at rt with azidotributyltin (1.66 g; 1.37 mL; 5 mMol). After stirring the yellow suspension at 160° C. for 117 h the reaction mixture is filtered off without cooling and the crystals are washed with o-xylene. Since the reaction is stil...